From a dataset of the Open Reaction Database (ORD), a public repository of structured organic reaction records. describe an organic reaction: reactants, conditions, products, and yield The reactants are CC(CC(C)(O)C)(C)C1=C(C=CC=C1)O (2-(1,1,3-trimethyl-3-hydroxybutyl) phenol), CC(CC(C)(O)C)(C)C1=C(C=CC=C1)O (2-(1,1,3-trimethyl-3-hydroxybutyl) phenol), OS(=O)(=O)O (H2SO4). Solvent: O (water). Conditions: time 72 hour. The product is CC1(OC2=CC=CC=C2C(C1)(C)C)C (2,2,4,4-Tetramethyl-chroman). RXN SMILES: [CH3:1][C:2]([C:9]1[CH:14]=[CH:13][CH:12]=[CH:11][C:10]=1[OH:15])([CH3:8])[CH2:3][C:4]([CH3:7])(O)[CH3:5].OS(O)(=O)=O>O>[CH3:7][C:4]1([CH3:5])[CH2:3][C:2]([CH3:1])([CH3:8])[C:9]2[C:10](=[CH:11][CH:12]=[CH:13][CH:14]=2)[O:15]1. Procedure details: A Mixture of 2.98 g (14.3 mmol) of 2-(1,1,3-trimethyl-3-hydroxybutyl) phenol (Compound 83) and 40 ml of 20% aqueous H2SO4 was heated at reflux, under nitrogen, for 4 h. The mixture was stirred at room temperature for a further 72 h and then diluted with 50 ml of water. The mixture was extracted with 3×20 ml of hexanes. The organic extracts were then combined and washed successively with water and saturated NaCl solution and then dried (MgSO4). The solvent was then removed in vacuo to give the ti...